This data is from the Open Reaction Database (ORD), a public repository of structured organic reaction records. The task is: describe an organic reaction: reactants, conditions, products, and yield The reactants are [OH-].[Na+] (sodium hydroxide), C(C)(C)(C)OC(=O)N1C[C@@H](OCC1)C1=CC=C(C=C1)NC1=NC=C(C=N1)C(F)(F)F ((S)-2-[4-(5-trifluoromethyl-pyrimidin-2-ylamino)-phenyl]-morpholine-4-carboxylic acid tert-butyl ester), Cl (hydrogen chloride). Run in C1CCOC1 (THF), O1CCOCC1 (dioxane). Conditions: temperature 60 celsius. Product: N1C[C@@H](OCC1)C1=CC=C(C=C1)NC1=NC=C(C=N1)C(F)(F)F (((S)-4-morpholin-2-yl-phenyl)-(5-trifluoromethyl-pyrimidin-2-yl)-amine). Yield: 61.7%. Reaction SMILES: C(OC([N:8]1[CH2:13][CH2:12][O:11][C@@H:10]([C:14]2[CH:19]=[CH:18][C:17]([NH:20][C:21]3[N:26]=[CH:25][C:24]([C:27]([F:30])([F:29])[F:28])=[CH:23][N:22]=3)=[CH:16][CH:15]=2)[CH2:9]1)=O)(C)(C)C.Cl.[OH-].[Na+]>C1COCC1.O1CCOCC1>[NH:8]1[CH2:13][CH2:12][O:11][C@@H:10]([C:14]2[CH:19]=[CH:18][C:17]([NH:20][C:21]3[N:22]=[CH:23][C:24]([C:27]([F:30])([F:28])[F:29])=[CH:25][N:26]=3)=[CH:16][CH:15]=2)[CH2:9]1 |f:2.3|. Procedure details: To a stirred solution of (S)-2-[4-(5-trifluoromethyl-pyrimidin-2-ylamino)-phenyl]-morpholine-4-carboxylic acid tert-butyl ester (87 mg) in THF (2 ml) was added dropwise a solution of hydrogen chloride in dioxane (0.77 ml, 4 M solution) and the mixture was heated at 60° C. overnight. The mixture was then cooled to room temperature and poured into 1 M aq. sodium hydroxide solution. The mixture was extracted twice with ethyl acetate and the combined organic layers were dried over Na2SO4, filtered a...